The task is: describe an organic reaction: reactants, conditions, products, and yield. This data is from the Open Reaction Database (ORD), a public repository of structured organic reaction records. The reactants are O=C(CBr)Nc1cnccn1, O=C(OC1CN2CCC1CC2)C1(c2ccccc2)CCCCC1. Yields the product [Br-], O=C(C[N+]12CCC(CC1)C(OC(=O)C1(c3ccccc3)CCCCC1)C2)Nc1cnccn1. Reaction SMILES: [Br:24][CH2:25][C:26](=[O:27])[NH:28][c:29]1[n:30][cH:31][cH:32][n:33][cH:34]1.[c:1]1([C:7]2([C:13](=[O:14])[O:15][CH:16]3[CH2:17][N:18]4[CH2:19][CH2:20][CH:21]3[CH2:22][CH2:23]4)[CH2:8][CH2:9][CH2:10][CH2:11][CH2:12]2)[cH:2][cH:3][cH:4][cH:5][cH:6]1>>[Br-:24].[c:1]1([C:7]2([C:13](=[O:14])[O:15][CH:16]3[CH2:17][N+:18]4([CH2:25][C:26](=[O:27])[NH:28][c:29]5[n:30][cH:31][cH:32][n:33][cH:34]5)[CH2:19][CH2:20][CH:21]3[CH2:22][CH2:23]4)[CH2:8][CH2:9][CH2:10][CH2:11][CH2:12]2)[cH:2][cH:3][cH:4][cH:5][cH:6]1.